This data is from the Open Reaction Database (ORD), a public repository of structured organic reaction records. The task is: describe an organic reaction: reactants, conditions, products, and yield Reactants: CC(C)C1=C(C(=CC=C1)C(C)C)CC(=O)C=1C(=C(C(=CC1)C(C)C)OS(N)(=O)=O)C(C)C (Sulfamic acid[[2,6-bis(1-methylethyl)phenyl]-acetyl]-2,6-bis(1-methylethyl)phenyl ester), C(C)(C)C1=C(C(=CC=C1)C(C)C)CC(=O)O (2,6-diisopropylphenylacetic acid), C(C1=CC=CC=C1)(=O)C(=O)O (benzoylformic acid). Yields the product O=C(C(=O)C=1C(=C(C(=CC1)C(C)C)OS(N)(=O)=O)C(C)C)C1=CC=CC=C1 (sulfamic acid(oxophenylacetyl)-2,6-bis(1-methylethyl)phenyl ester). RXN SMILES: CC(C1C=CC=C(C(C)C)C=1CC([C:16]1[C:17]([CH:30]([CH3:32])[CH3:31])=[C:18]([O:25][S:26](=[O:29])(=[O:28])[NH2:27])[C:19]([CH:22]([CH3:24])[CH3:23])=[CH:20][CH:21]=1)=O)C.C(C1C=CC=C(C(C)C)C=1CC(O)=O)(C)C.[C:49]([C:57]([OH:59])=O)(=[O:56])[C:50]1[CH:55]=[CH:54][CH:53]=[CH:52][CH:51]=1>>[O:56]=[C:49]([C:50]1[CH:51]=[CH:52][CH:53]=[CH:54][CH:55]=1)[C:57]([C:16]1[C:17]([CH:30]([CH3:32])[CH3:31])=[C:18]([O:25][S:26](=[O:28])(=[O:29])[NH2:27])[C:19]([CH:22]([CH3:24])[CH3:23])=[CH:20][CH:21]=1)=[O:59]. Procedure details: This compound was prepared in the same manner as for the title compound of Example 1, except that 2,6-diisopropylphenylacetic acid was replaced with benzoylformic acid, mp 106°-109° C.